This data is from the Open Reaction Database (ORD), a public repository of structured organic reaction records. The task is: describe an organic reaction: reactants, conditions, products, and yield Reactants: OC1=C(CN)C=C(C=C1)Cl (2-hydroxy-5-chlorobenzylamine), CN1CCOCC1 (N-methylmorpholine), S([O-])(O)(=O)=O (bisulfate), O(C(=O)OC(C)(C)C)C(=O)OC(C)(C)C ((BOC)2O). Solvent: CN(C)C=O (DMF). Conditions: time 5 hour. The product is C(C)(C)(C)OC(=O)NCC1=C(C=CC(=C1)Cl)O (N-t-Butoxycarbonyl-2-Hydroxy-5-Chlorobenzylamine). As a reaction SMILES: [OH:1][C:2]1[CH:9]=[CH:8][C:7]([Cl:10])=[CH:6][C:3]=1[CH2:4][NH2:5].S(=O)(=O)(O)[O-].[O:16](C(OC(C)(C)C)=O)[C:17]([O:19][C:20]([CH3:23])([CH3:22])[CH3:21])=O.CN1CCOCC1>CN(C=O)C>[C:20]([O:19][C:17]([NH:5][CH2:4][C:3]1[CH:6]=[C:7]([Cl:10])[CH:8]=[CH:9][C:2]=1[OH:1])=[O:16])([CH3:23])([CH3:22])[CH3:21]. Procedure details: A mixture of 2-hydroxy-5-chlorobenzylamine (1.22 g, 4.77 mmol assuming the bisulfate salt), (BOC)2O (1.56 g, 7.16 mmol) and N-methylmorpholine (1.05 ml, 9.54 mmol) in DMF (10 ml) was stirred for 5 h at r.t. The reaction was partitioned between water and ethyl acetate and the organic layer was washed with 5% KHSO4 solution (2 times), sodium hydrogen carbonate solution and brine, dried (Na2SO4) and evaporated in vacuo to a solid. The crude product was recrystallized from ethyl acetate/hexanes (1:5... Run in O1CCOCC1 (1,4-dioxane), O (water). The product is O=S1(CCC(CC1)C1=CNC2=C(C(=C(C=C12)C1=CC=CC=C1)F)C(=O)N)=O (3-(1,1-Dioxidotetrahydro-2H-thiopyran-4-yl)-6-fluoro-5-phenyl-1H-indole-7-carboxamide). As a reaction SMILES: Br[CH:2]1[CH:10]([F:11])[C:9]([C:12]([NH2:14])=[O:13])=[C:8]2[C:4]([C:5]([CH:15]3[CH2:20][CH2:19][S:18](=[O:22])(=[O:21])[CH2:17][CH2:16]3)=[CH:6][NH:7]2)=[CH:3]1.[C:23]1(B(O)O)[CH:28]=[CH:27][CH:26]=[CH:25][CH:24]=1.C([O-])([O-])=O.[K+].[K+]>O1CCOCC1.O.C1C=CC(P(C2C=CC=CC=2)[C-]2C=CC=C2)=CC=1.C1C=CC(P(C2C=CC=CC=2)[C-]2C=CC=C2)=CC=1.Cl[Pd]Cl.[Fe+2]>[O:21]=[S:18]1(=[O:22])[CH2:19][CH2:20][CH:15]([C:5]2[C:4]3[C:8](=[C:9]([C:12]([NH2:14])=[O:13])[C:10]([F:11])=[C:2]([C:23]4[CH:28]=[CH:27][CH:26]=[CH:25][CH:24]=4)[CH:3]=3)[NH:7][CH:6]=2)[CH2:16][CH2:17]1 |f:2.3.4,7.8.9.10|. Procedure details: A mixture of 5-bromo-3-(1,1-dioxidotetrahydro-2H-thiopyran-4-yl)-6-fluoro-5,6-dihydro-1H-indole-7-carboxamide (9.2 mg, 0.024 mmol), phenylboronic acid (5.73 mg, 0.047 mmol), and K2CO3 (9.75 mg, 0.071 mmol) was taken up in 1,4-dioxane (0.3 mL) and water (0.150 mL). The mixture was degassed with argon for 10 min, and PdCl2(dppf) (1.721 mg, 2.351 μmol) was added. The vial was sealed, and the reaction was heated in a Biotage microwave for 5 min at 100° C. on high absorption. The aqueous layer was re... Conditions: temperature 100 celsius, time 18 minute. The yield is 42.1%. Reactants: BrC1C=C2C(=CNC2=C(C1F)C(=O)N)C1CCS(CC1)(=O)=O (5-bromo-3-(1,1-dioxidotetrahydro-2H-thiopyran-4-yl)-6-fluoro-5,6-dihydro-1H-indole-7-carboxamide), C1(=CC=CC=C1)B(O)O (phenylboronic acid), C(=O)([O-])[O-].[K+].[K+] (K2CO3). The reagents and catalysts are C1=CC=C(C=C1)P([C-]2C=CC=C2)C3=CC=CC=C3.C1=CC=C(C=C1)P([C-]2C=CC=C2)C3=CC=CC=C3.Cl[Pd]Cl.[Fe+2] (PdCl2(dppf)). The reactants are C(C)(C)(C)OC(=O)N1CCN(CC1)C(C1=C(C=C(C=C1)N1C(OC[C@H]1CO)=O)F)=O ((R)-4-[2-fluoro-4-(4-hydroxymethyl-2-oxooxazolidin-3-yl)benzoyl]piperazine-1-carboxylic acid tert-butyl ester), CI (methyl iodide). Product: C(C)(C)(C)OC(=O)N1CCN(CC1)C(C1=C(C=C(C=C1)N1C(OC[C@H]1COC)=O)F)=O ((R)-4-[2-fluoro-4-(4-methoxymethyl-2-oxooxazolidin-3-yl)benzoyl]piperazine-1-carboxylic acid tert-butyl ester). Yield: 69.1%. RXN SMILES: [C:1]([O:5][C:6]([N:8]1[CH2:13][CH2:12][N:11]([C:14](=[O:30])[C:15]2[CH:20]=[CH:19][C:18]([N:21]3[C@H:25]([CH2:26][OH:27])[CH2:24][O:23][C:22]3=[O:28])=[CH:17][C:16]=2[F:29])[CH2:10][CH2:9]1)=[O:7])([CH3:4])([CH3:3])[CH3:2].[CH3:31]I>>[C:1]([O:5][C:6]([N:8]1[CH2:9][CH2:10][N:11]([C:14](=[O:30])[C:15]2[CH:20]=[CH:19][C:18]([N:21]3[C@H:25]([CH2:26][O:27][CH3:31])[CH2:24][O:23][C:22]3=[O:28])=[CH:17][C:16]=2[F:29])[CH2:12][CH2:13]1)=[O:7])([CH3:4])([CH3:2])[CH3:3]. Reported procedure: By reaction and treatment in the same manner as in Preparation Example 93 and using (R)-4-[2-fluoro-4-(4-hydroxymethyl-2-oxooxazolidin-3-yl)benzoyl]piperazine-1-carboxylic acid tert-butyl ester (1.64 g) described in Preparation Example 156 and methyl iodide (658 mg), the title compound (1.17 g) was obtained. Product: CC1Cc2nnc(-c3cccc(C(F)(F)F)c3)cc2C(OC(=O)C(Cc2ccccc2)NC(=O)OC(C)(C)C)C1. Reactants: CC(C)(C)OC(=O)NC(Cc1ccccc1)C(=O)O, CN(C)C=O, CCN=C=NCCCN(C)C, CCO, CCOC(C)=O, CC1Cc2nnc(-c3cccc(C(F)(F)F)c3)cc2C(O)C1, Cl. Reaction SMILES: [C:40]([CH3:41])([CH3:42])([CH3:43])[O:44][C:45](=[O:46])[NH:47][CH:48]([CH2:49][c:50]1[cH:51][cH:52][cH:53][cH:54][cH:55]1)[C:56](=[O:57])[OH:58].[CH3:1][N:2]([CH3:3])[CH:4]=[O:5].[CH3:29][N:30]([CH3:31])[CH2:32][CH2:33][CH2:34][N:35]=[C:36]=[N:37][CH2:38][CH3:39].[CH3:59][CH2:60][OH:61].[CH3:62][CH2:63][O:64][C:65](=[O:66])[CH3:67].[CH3:6][CH:7]1[CH2:8][CH:9]([OH:27])[c:10]2[cH:11][c:12](-[c:17]3[cH:18][c:19]([C:23]([F:24])([F:25])[F:26])[cH:20][cH:21][cH:22]3)[n:13][n:14][c:15]2[CH2:16]1.[ClH:28]>>[CH3:6][CH:7]1[CH2:8][CH:9]([O:27][C:56]([CH:48]([NH:47][C:45]([O:44][C:40]([CH3:41])([CH3:42])[CH3:43])=[O:46])[CH2:49][c:50]2[cH:51][cH:52][cH:53][cH:54][cH:55]2)=[O:57])[c:10]2[cH:11][c:12](-[c:17]3[cH:18][c:19]([C:23]([F:24])([F:25])[F:26])[cH:20][cH:21][cH:22]3)[n:13][n:14][c:15]2[CH2:16]1. Reactants: ClC1=C2C(=NC=C1)NC=C2 (4-chloro-1H-pyrrolo[2,3-b]pyridine), C1=CC(=CC(=C1)Cl)C(=O)OO (mCPBA), C(=O)([O-])[O-].[K+].[K+] (K2CO3). Solvent: O (water), C(Cl)(Cl)Cl (CHCl3). Run at temperature 2.5 celsius, time 30 minute. Yields the product ClC1=C2C(=[N+](C=C1)[O-])NC=C2 (4-Chloro-1H-pyrrolo[2,3-b]pyridine 7-oxide). As a reaction SMILES: [Cl:1][C:2]1[CH:7]=[CH:6][N:5]=[C:4]2[NH:8][CH:9]=[CH:10][C:3]=12.C1C=C(Cl)C=C(C(OO)=[O:19])C=1.C([O-])([O-])=O.[K+].[K+]>C(Cl)(Cl)Cl.O>[Cl:1][C:2]1[CH:7]=[CH:6][N+:5]([O-:19])=[C:4]2[NH:8][CH:9]=[CH:10][C:3]=12 |f:2.3.4|. Reported procedure: To a solution of 4-chloro-1H-pyrrolo[2,3-b]pyridine (see Journal of Organic Chemistry (2006), 71 (10), 4021-4023) (1 eq, 18.6 g, 122 mmol) in CHCl3 at 0° C., mCPBA (1 eq, 122 mmol, 27.3 g) is added portionwise over 20 min by keeping the temperature at 0-10° C. The resulting suspension is stirred for 30 min at 0-5° C., warmed up to r.t. and stirred for another 1 h. The reaction mixture is diluted with water (300 ml), then K2CO3 (22 g) is added, and the mixture is stirred for 30 min. The layers ar... The product is CCCCCCCCCOc1ccc(-c2cnc(-c3ccc(CCCCCC)cc3)cn2)cc1F. As a reaction SMILES: [CH2:33]([CH2:34][CH2:35][CH2:36][CH2:37][CH2:38][CH2:39][CH2:40][CH3:41])[Br:42].[CH3:27][C:28]([CH3:29])([O-:30])[CH3:31].[CH3:43][S:44](=[O:45])[CH3:46].[CH3:52][CH2:53][O:54][C:55](=[O:56])[CH3:57].[F:1][c:2]1[cH:3][c:4](-[c:9]2[n:10][cH:11][c:12](-[c:15]3[cH:16][cH:17][c:18]([CH2:21][CH2:22][CH2:23][CH2:24][CH2:25][CH3:26])[cH:19][cH:20]3)[n:13][cH:14]2)[cH:5][cH:6][c:7]1[OH:8].[K+:32].[O:47]1[CH2:48][CH2:49][CH2:50][CH2:51]1>>[F:1][c:2]1[cH:3][c:4](-[c:9]2[n:10][cH:11][c:12](-[c:15]3[cH:16][cH:17][c:18]([CH2:21][CH2:22][CH2:23][CH2:24][CH2:25][CH3:26])[cH:19][cH:20]3)[n:13][cH:14]2)[cH:5][cH:6][c:7]1[O:8][CH2:33][CH2:34][CH2:35][CH2:36][CH2:37][CH2:38][CH2:39][CH2:40][CH3:41]. Reactants: CCCCCCCCCBr, CC(C)(C)[O-], CS(C)=O, CCOC(C)=O, CCCCCCc1ccc(-c2cnc(-c3ccc(O)c(F)c3)cn2)cc1, [K+], C1CCOC1. Reactants: N1CCC1 (azetidine), ClC1=CC=C(C=N1)OC(C=O)(C)C (2-(6-chloropyridin-3-yloxy)-2-methylpropanal), C(C)(=O)O (acetic acid), C(C)(=O)O[BH-](OC(C)=O)OC(C)=O.[Na+] (sodium triacetoxyborohydride). Solvent: ClCCl (dichloromethane), C(=O)(O)[O-].[Na+] (NaHCO3), ClCCl (dichloromethane). Conditions: temperature 0 celsius. Product: N1(CCC1)CC(OC=1C=CC(=NC1)Cl)(C)C (5-(2-azetidin-1-yl-1,1-dimethyl-ethoxy)-2-chloro-pyridine). Reaction SMILES: [Cl:1][C:2]1[N:7]=[CH:6][C:5]([O:8][C:9]([CH3:13])([CH3:12])[CH:10]=O)=[CH:4][CH:3]=1.C(O)(=O)C.C(O[BH-](OC(=O)C)OC(=O)C)(=O)C.[Na+].[NH:32]1[CH2:35][CH2:34][CH2:33]1>ClCCl.C([O-])(O)=O.[Na+]>[N:32]1([CH2:10][C:9]([CH3:13])([CH3:12])[O:8][C:5]2[CH:4]=[CH:3][C:2]([Cl:1])=[N:7][CH:6]=2)[CH2:35][CH2:34][CH2:33]1 |f:2.3,6.7|. Procedure details: In a 100 pressure flask 2-(6-chloropyridin-3-yloxy)-2-methylpropanal (10 g, 50.1 mmol, Eq: 1.00), acetic acid (5.7 mL, 100 mmol) and sodium triacetoxyborohydride (22.3 g, 105 mmol, Eq: 2.1) were dissolved in dichloromethane (58 mL) and cooled to 0° C. To this solution was added azetidine (11.8 mL, 175 mmol, 3.5 equiv) via dropwise addition. The reaction was heated overnight at 55° C., then cooled to ambient temperature. The reaction mixture was diluted with 120 ml saturated NaHCO3 and 80 ml dich... Starting materials: C(C1=CC=CC=C1)OC1=C2CCN(CC2=CC=C1OC)C=O (5-benzyloxy-2-formyl-1,2,3,4-tetrahydro-6-methoxy-isoquinoline). Reagents/catalysts: [Pd] (palladium black). Solvent: C(C)(=O)O (acetic acid). The product is C(=O)N1CC2=CC=C(C(=C2CC1)O)OC (2-formyl-1,2,3,4-tetrahydro-5-hydroxy-6-methoxy-isoquinoline). The yield is 92.0%. Reaction SMILES: C([O:8][C:9]1[C:18]([O:19][CH3:20])=[CH:17][CH:16]=[C:15]2[C:10]=1[CH2:11][CH2:12][N:13]([CH:21]=[O:22])[CH2:14]2)C1C=CC=CC=1>C(O)(=O)C.[Pd]>[CH:21]([N:13]1[CH2:12][CH2:11][C:10]2[C:15](=[CH:16][CH:17]=[C:18]([O:19][CH3:20])[C:9]=2[OH:8])[CH2:14]1)=[O:22]. Reported procedure: 89.2 g of 5-benzyloxy-2-formyl-1,2,3,4-tetrahydro-6-methoxy-isoquinoline are dissolved in 450 ml of glacial acetic acid and hydrogenated at room temperature and normal pressure in the presence of 4.5 g of 5 percent palladium black. After conclusion of hydrogen absorption, the reaction mixture is separated from the catalyst by filtration and evaporated to dryness under reduced pressure. Recrystallization of the residue from ethanol gives 57.2 g of 2-formyl-1,2,3,4-tetrahydro-5-hydroxy-6-methoxy-i... Starting materials: ClC1=NC(=C2N=CN(C2=N1)C(C)C)NC1=CC(=CC=C1)[N+](=O)[O-] ((2-Chloro-9-isopropyl-9H-purin-6-yl)-(3-nitro-phenyl)-amine), N[C@H](C(C)C)CO (D-valinol), C1CCC2=NCCCN2CC1 (DBU). Solvent: CN1CCCC1=O (NMP), O (H2O). Yields the product C(C)(C)N1C2=NC(=NC(=C2N=C1)NC1=CC(=CC=C1)[N+](=O)[O-])NC(CO)C(C)C (2-[9-Isopropyl-6-(3-nitro-phenylamino)-9H-purin-2-ylamino]-3-methyl-butan-1-ol). The yield is 3.1%. As a reaction SMILES: Cl[C:2]1[N:10]=[C:9]2[C:5]([N:6]=[CH:7][N:8]2[CH:11]([CH3:13])[CH3:12])=[C:4]([NH:14][C:15]2[CH:20]=[CH:19][CH:18]=[C:17]([N+:21]([O-:23])=[O:22])[CH:16]=2)[N:3]=1.[NH2:24][C@@H:25]([CH2:29][OH:30])[CH:26]([CH3:28])[CH3:27].C1CCN2C(=NCCC2)CC1>CN1C(=O)CCC1.O>[CH:11]([N:8]1[CH:7]=[N:6][C:5]2[C:9]1=[N:10][C:2]([NH:24][CH:25]([CH:26]([CH3:28])[CH3:27])[CH2:29][OH:30])=[N:3][C:4]=2[NH:14][C:15]1[CH:20]=[CH:19][CH:18]=[C:17]([N+:21]([O-:23])=[O:22])[CH:16]=1)([CH3:13])[CH3:12]. Procedure details: (2-Chloro-9-isopropyl-9H-purin-6-yl)-(3-nitro-phenyl)-amine (333 mg, 1 mmol), D-valinol (310 mg, 3.0 mmol), and DBU (457 mg, 3.0 mmol) were stirred in NMP (5 mL) overnight at 150° C. under N2. After cooling, the mixture was diluted with H2O (40 mL) and was extracted with CH2Cl2 (3×25 mL). The combined extracts were washed with brine, treated with decolourising charcoal and MgSO4, filtered, and evaporated. The residue was redissolved in DMSO/H2O and chromatographed (Vydac 218TP1022; 9 mL/min, 27....